This data is from the Open Reaction Database (ORD), a public repository of structured organic reaction records. The task is: describe an organic reaction: reactants, conditions, products, and yield Starting materials: [OH-].[Na+] (sodium hydroxide), CN1C(=NC=C1C)C1=CC=C(C=C1)C(F)(F)F (1,5-dimethyl-2-(4-trifluoromethylphenyl)imidazole), C=O (formaldehyde), C(C)(=O)[O-].[Na+] (sodium acetate). The solvent is C(C)(=O)O (acetic acid). Product: CN1C(=NC(=C1C)CO)C1=CC=C(C=C1)C(F)(F)F (1,5-dimethyl-4-hydroxymethyl-2-(4-trifluoromethyl-phenyl)imidazole). Isolated yield 59.3%. RXN SMILES: [CH3:1][N:2]1[C:6]([CH3:7])=[CH:5][N:4]=[C:3]1[C:8]1[CH:13]=[CH:12][C:11]([C:14]([F:17])([F:16])[F:15])=[CH:10][CH:9]=1.C=O.[C:20]([O-])(=[O:22])C.[Na+].[OH-].[Na+]>C(O)(=O)C>[CH3:1][N:2]1[C:6]([CH3:7])=[C:5]([CH2:20][OH:22])[N:4]=[C:3]1[C:8]1[CH:9]=[CH:10][C:11]([C:14]([F:16])([F:17])[F:15])=[CH:12][CH:13]=1 |f:2.3,4.5|. Procedure: A mixture of 1,5-dimethyl-2-(4-trifluoromethylphenyl)imidazole (0.6 g), aqueous formaldehyde (3.5 ml of 36%), sodium acetate (0.6 g), and acetic acid (0.5 ml) was refluxed for 24 hours. The mixture was cooled, and concentrated sodium hydroxide added until the mixture was just: basic, keeping the temperature at about 10° C. The mixture was extracted with methylene chloride, and solvent removed from the organic layer under reduced pressure. The residue was flash-chromatographed on silica gel, elut... Reactants: C(OC1=CC=C(C=C1)[N+](=O)[O-])(=O)Cl (4-nitrophenyl carbonochloridate), NC1=C(C=C(C(=O)N2CCN(CC2)C(=O)OC(C)(C)C)C=C1)F (tert-Buty 4-(4-amino-3-fluorobenzoyl)piperazine-1-carboxylate), C1(CCC1)N (cyclobutylamine). The solvent is ClCCl (dichloromethane). Reaction conditions: time 20 hour. Yields the product C1(CCC1)NC(NC1=C(C=C(C(=O)N2CCN(CC2)C(=O)OC(C)(C)C)C=C1)F)=O (tert-Butyl 4-(4-(3-cyclobutylureido)-3-fluorobenzoyl)piperazine-1-carboxylate). Yield: 22.6%. As a reaction SMILES: [NH2:1][C:2]1[CH:22]=[CH:21][C:5]([C:6]([N:8]2[CH2:13][CH2:12][N:11]([C:14]([O:16][C:17]([CH3:20])([CH3:19])[CH3:18])=[O:15])[CH2:10][CH2:9]2)=[O:7])=[CH:4][C:3]=1[F:23].[C:24](Cl)(=O)[O:25]C1C=CC([N+]([O-])=O)=CC=1.[CH:37]1([NH2:41])[CH2:40][CH2:39][CH2:38]1>ClCCl>[CH:37]1([NH:41][C:24](=[O:25])[NH:1][C:2]2[CH:22]=[CH:21][C:5]([C:6]([N:8]3[CH2:13][CH2:12][N:11]([C:14]([O:16][C:17]([CH3:18])([CH3:19])[CH3:20])=[O:15])[CH2:10][CH2:9]3)=[O:7])=[CH:4][C:3]=2[F:23])[CH2:40][CH2:39][CH2:38]1. Procedure: tert-Buty 4-(4-amino-3-fluorobenzoyl)piperazine-1-carboxylate (9.5 g, 29.41 mmol) was dissolved in dichloromethane (100 mL) and 4-nitrophenyl carbonochloridate (5.93 g, 29.41 mmol) was added. The reaction mixture was stirred for 20 hours and cyclobutylamine (7.5 mL, 88.2 mmol) added. After 2 hours, the reaction mixture was chromatographed on silica (eluting with dichloromethane to dichloro-methane/ethyl acetate) to give the title compound (2.8 g). MS (ESI) m/z: 421.0 [M+H]+ The reactants are N1NC=CC1 (pyrazoline), N1NC=CC1 (pyrazoline), C1(=CC=CC=C1)C (toluene), C(C)(C)(C)OC(=O)NC1(NNC(C1)C1=CN(C2=CC=CC=C12)S(=O)(=O)C1=CC=C(C)C=C1)C(=O)OCC1=CC=C(C=C1)[N+](=O)[O-] (p-Nitrobenzyl 3-t-Butoxycarbonylamino-5-(N-tosylindol-3-yl)-pyrazoline-3-carboxylate), C1CC1 (cyclopropane). Procedure: The pyrazoline, p-nitrobenzyl 3-t-butoxycarbonylamino-5-(N-tosylindol-3-yl)-pyrazoline-3-carboxylate (13), (1 mmole) is suspended in toluene (50 ml) and the mixture is refluxed until its NMR spectrum shows the presence of cyclopropane protons (δ3.0-3.5 and 0.8-1.2 ppm) and the loss of the pyrazoline peak at δ5.0. (2 hr). The solution is evaporated and the residue of Boc cyclopropyl tryptophan p-nitrobenzyl ester (14) is crystallized from ethylacetate-hexane. NMR (DCDl3)δ: 2.7-3.0 (m, 1H, CH), 2.... The product is [N+](=O)([O-])C1=CC=C(COC([C@@H](N(C2CC2)C(=O)OC(C)(C)C)CC2=CNC3=CC=CC=C23)=O)C=C1 (Boc Cyclopropyl Tryptophan p-Nitrobenzyl Ester). As a reaction SMILES: [NH:1]1[CH2:5][CH:4]=[CH:3]N1.[C:6]([O:10][C:11]([NH:13][C:14]1([C:38]([O:40][CH2:41][C:42]2[CH:47]=[CH:46][C:45]([N+:48]([O-:50])=[O:49])=[CH:44][CH:43]=2)=[O:39])[CH2:18][CH:17]([C:19]2C3C(=CC=CC=3)N(S(C3C=CC(C)=CC=3)(=O)=O)C=2)NN1)=[O:12])([CH3:9])([CH3:8])[CH3:7].[CH2:51]1[CH2:53][CH2:52]1.[C:54]1(C)[CH:59]=CC=C[CH:55]=1>>[N+:48]([C:45]1[CH:46]=[CH:47][C:42]([CH2:41][O:40][C:38](=[O:39])[C@H:14]([CH2:18][C:17]2[C:4]3[C:5](=[CH:55][CH:54]=[CH:59][CH:3]=3)[NH:1][CH:19]=2)[N:13]([C:11]([O:10][C:6]([CH3:7])([CH3:8])[CH3:9])=[O:12])[CH:51]2[CH2:53][CH2:52]2)=[CH:43][CH:44]=1)([O-:50])=[O:49].